From a dataset of the Open Reaction Database (ORD), a public repository of structured organic reaction records. describe an organic reaction: reactants, conditions, products, and yield The reactants are CC(C)CC(CC(C)C)Oc1cc2c3c(cccc3c1Br)C(=O)c1ccccc1-2, Nc1ccccc1S, [Na+], [Na+], O=C([O-])[O-], CN(C)C=O, O. The product is CC(C)CC(CC(C)C)Oc1cc2c3c(cccc3c1Sc1ccccc1N)C(=O)c1ccccc1-2. Reaction SMILES: [Br:1][c:2]1[c:3]([O:20][CH:21]([CH2:22][CH:23]([CH3:24])[CH3:25])[CH2:26][CH:27]([CH3:28])[CH3:29])[cH:4][c:5]2[c:6]3[c:7]1[cH:8][cH:9][cH:10][c:11]3[C:12](=[O:19])[c:13]1[cH:14][cH:15][cH:16][cH:17][c:18]1-2.[NH2:36][c:37]1[c:38]([SH:43])[cH:39][cH:40][cH:41][cH:42]1.[Na+:30].[Na+:31].[O-:32][C:33](=[O:34])[O-:35].[O:44]=[CH:45][N:46]([CH3:47])[CH3:48].[OH2:49]>>[c:2]1([S:43][c:38]2[c:37]([NH2:36])[cH:42][cH:41][cH:40][cH:39]2)[c:3]([O:20][CH:21]([CH2:22][CH:23]([CH3:24])[CH3:25])[CH2:26][CH:27]([CH3:28])[CH3:29])[cH:4][c:5]2[c:6]3[c:7]1[cH:8][cH:9][cH:10][c:11]3[C:12](=[O:19])[c:13]1[cH:14][cH:15][cH:16][cH:17][c:18]1-2. The reactants are C(CC(=O)OCC)(=O)OCC (diethyl malonate), [H-].[Na+] (sodium hydride), C(C1=CC=CC=C1)N1C(OC(C2=C1C=CC(=C2)Cl)=O)=O (1-Benzyl-6-chloro-1H-benzo[d][1,3]oxazine-2,4-dione), ice water, [H][H] (hydrogen), Cl (HCl). Run in CC(=O)N(C)C (dimethylacetamide), CC(=O)N(C)C (dimethylacetamide). Run at temperature 90 celsius. Yields the product C(C)OC(=O)C=1C(N(C2=CC=C(C=C2C1O)Cl)CC1=CC=CC=C1)=O (1-Benzyl-6-chloro-4-hydroxy-2-oxo-1,2-dihydro-quinoline-3-carboxylic acid ethyl ester). Isolated yield 85.0%. As a reaction SMILES: [C:1]([O:9]CC)(=O)[CH2:2][C:3]([O:5][CH2:6][CH3:7])=[O:4].[H-].[Na+].[H][H].[CH2:16]([N:23]1[C:28]2[CH:29]=[CH:30][C:31]([Cl:33])=[CH:32][C:27]=2[C:26](=O)[O:25]C1=O)[C:17]1[CH:22]=[CH:21][CH:20]=[CH:19][CH:18]=1.Cl>CC(N(C)C)=O>[CH2:6]([O:5][C:3]([C:2]1[C:1](=[O:9])[N:23]([CH2:16][C:17]2[CH:18]=[CH:19][CH:20]=[CH:21][CH:22]=2)[C:28]2[C:27]([C:26]=1[OH:25])=[CH:32][C:31]([Cl:33])=[CH:30][CH:29]=2)=[O:4])[CH3:7] |f:1.2|. Reported procedure: Neat diethyl malonate (19.07 mL, 125 mmol) was added slowly to a suspension of sodium hydride (60% in mineral oil, 5.52 g, 138 mmol) in dimethylacetamide under N2 atmosphere. The mixture was stirred at room temperature until the evolution of hydrogen gas ceased, then the mixture was heated to 90° C. for 30 min then cooled to room temperature. A solution of Compound 59 (39.88 g, 138 mmol) in dimethylacetamide was added slowly and the mixture heated overnight at 110° C. The mixture was cooled to r...